This data is from the Open Reaction Database (ORD), a public repository of structured organic reaction records. The task is: describe an organic reaction: reactants, conditions, products, and yield Starting materials: Cl.O1C(=CC2=C1C=CC=C2)C=2NC=CN2 (2-(benzofuran-2-yl)imidazole hydrochloride), base, CI (methyl iodide), Cl (HCl), [H-].[Na+] (sodium hydride). The solvent is CN(C)C=O (DMF), O (water), C(C)OCC.C(C)O (diethyl ether ethanol). Run at time 30 minute. Product: Cl.CN1C(=NC=C1)C=1OC2=C(C1)C=CC=C2 (1-methyl-2-(benzofuran-2-yl)imidazole hydrochloride). Reaction SMILES: [ClH:1].[O:2]1[C:6]2[CH:7]=[CH:8][CH:9]=[CH:10][C:5]=2[CH:4]=[C:3]1[C:11]1[NH:12][CH:13]=[CH:14][N:15]=1.[H-].[Na+].[CH3:18]I.Cl>CN(C=O)C.C(OCC)C.C(O)C.O>[ClH:1].[CH3:18][N:15]1[CH:14]=[CH:13][N:12]=[C:11]1[C:3]1[O:2][C:6]2[CH:7]=[CH:8][CH:9]=[CH:10][C:5]=2[CH:4]=1 |f:0.1,2.3,7.8,10.11|. Procedure details: To a solution of the free base (7.0 g) generated from 2-(benzofuran-2-yl)imidazole hydrochloride in DMF (50 ml) at 0° C. was added sodium hydride (1.4 g) 80% in mineral oil in three equal portions. After 30 minutes at room temperature, methyl iodide (2.5 ml) was added dropwise over 15 minutes at 0° C. The mixture was then stirred for 30 minutes at room temperature, poured into water and extracted with ethyl acetate. The organic layer was washed with water and the product was extracted with hydro... The reactants are [N+](=O)([O-])C1=CC=C(CCN)C=C1 (4-Nitrophenethylamine), [N+](=O)([O-])C1=CC=C(CCBr)C=C1 (4-nitrophenethyl bromide), C([O-])([O-])=O.[K+].[K+] (potassium carbonate). Solvent: C(C)#N (acetonitrile). Product: [N+](=O)([O-])C1=CC=C(CCNCCC2=CC=C(C=C2)[N+](=O)[O-])C=C1 (N-(4-Nitrophenethyl)-4-nitrophenethylamine). Reaction SMILES: [N+:1]([C:4]1[CH:12]=[CH:11][C:7]([CH2:8][CH2:9][NH2:10])=[CH:6][CH:5]=1)([O-:3])=[O:2].[N+:13]([C:16]1[CH:24]=[CH:23][C:19]([CH2:20][CH2:21]Br)=[CH:18][CH:17]=1)([O-:15])=[O:14].C(=O)([O-])[O-].[K+].[K+]>C(#N)C>[N+:1]([C:4]1[CH:5]=[CH:6][C:7]([CH2:8][CH2:9][NH:10][CH2:21][CH2:20][C:19]2[CH:18]=[CH:17][C:16]([N+:13]([O-:15])=[O:14])=[CH:24][CH:23]=2)=[CH:11][CH:12]=1)([O-:3])=[O:2] |f:2.3.4|. Procedure: 4-Nitrophenethylamine (4 g), 4-nitrophenethyl bromide (5.54 g) and potassium carbonate (3.32 g) were heated under reflux in acetonitrile (50 ml) for 2 days. The solvent was then evaporated, the residue taken up in ethyl acetate and washed three times with aqueous sodium carbonate and three times with brine. The organic phase was dried (Na2SO4), filtered and evaporated, and the residual oil was purified by chromatography on silica eluting with methylene chloride containing methanol (0% up to 5%).... Reactants: IC1=CN=C2C=CC=[N+](C2=C1)[O-] (7-iodo-1,5-naphthyridine 1-oxide), C1(=CC=C(C=C1)S(=O)(=O)Cl)C (p-toluenesulfonyl chloride), C([O-])([O-])=O.[K+].[K+] (potassium carbonate). The solvent is O (water), C(Cl)(Cl)Cl (chloroform), O (water). Conditions: time 16 hour. Yields the product IC1=CN=C2C=CC(NC2=C1)=O (7-iodo-1,5-naphthyridin-2(1H)-one). The yield is 47.1%. RXN SMILES: [I:1][C:2]1[CH:11]=[C:10]2[C:5]([CH:6]=[CH:7][CH:8]=[N+:9]2[O-])=[N:4][CH:3]=1.C1(C)C=CC(S(Cl)(=O)=[O:20])=CC=1.C(=O)([O-])[O-].[K+].[K+]>C(Cl)(Cl)Cl.O>[I:1][C:2]1[CH:11]=[C:10]2[C:5]([CH:6]=[CH:7][C:8](=[O:20])[NH:9]2)=[N:4][CH:3]=1 |f:2.3.4|. Reported procedure: To a solution of 7-iodo-1,5-naphthyridine 1-oxide (D-15) (1.570 g, 5.77 mmol, 1.0 eq) in chloroform (30 mL), p-toluenesulfonyl chloride (1.210 g, 6.35 mmol, 1.1 eq), potassium carbonate (2.711 g, 19.5 mmol, 3.4 eq) and water (10 mL) were added. After stirring at RT for 16 h, the reaction mixture was diluted with water (50 mL), filtered to obtain the desired product 7-iodo-1,5-naphthyridin-2(1H)-one (D-16) (740 mg, 47.1%) as a white solid. 1H NMR (300 MHz, DMSO-d6) δ: 8.60 (s, 1H), 7.98 (d, J=1.8... Starting materials: [Mg] (magnesium), [Mg] (magnesium), C(C)OCC (diethyl ether), BrC1CC1 (bromocyclopropane), Grignard reagent, C(#N)C1=NC=CC=C1 (2-cyanopyridine), C(C)OCC (diethyl ether). The reagents and catalysts are II (iodine). Conditions: time 2 hour. Yields the product C1(CC1)C(=O)C1=NC=CC=C1 (Cyclopropyl-2-pyridyl ketone). The yield is 52.0%. As a reaction SMILES: [Mg].Br[CH:3]1[CH2:5][CH2:4]1.[C:6]([C:8]1[CH:13]=[CH:12][CH:11]=[CH:10][N:9]=1)#N.C([O:16]CC)C>II>[CH:3]1([C:6]([C:8]2[CH:13]=[CH:12][CH:11]=[CH:10][N:9]=2)=[O:16])[CH2:5][CH2:4]1. Reported procedure: Dry magnesium powder (0.79 g, 32.6 mmol), which had been previously crushed in a mortar with a pestle, was charged into a dry round bottom flask under a nitrogen atmosphere. To this was added diethyl ether (20 mL), followed by bromocyclopropane (3.95 g, 2.61 mL, 32.6 mmol). A small amount of iodine (0.002 g) was added to initiate formation of the Grignard reagent. The reaction was heated to a gentle reflux for a short period of time (˜1 h) until all of the magnesium metal had reacted. The materi...